Dataset: the Open Reaction Database (ORD), a public repository of structured organic reaction records. Task: describe an organic reaction: reactants, conditions, products, and yield Reactants: N1=CC=C(C=C1)N1CCC(CC1)C(=O)Cl (1-(4-pyridyl)piperidine-4-carbonyl chloride), BrC=1C=C2C=CC(=CC2=CC1)S(=O)(=O)N1CC(NCC1)C(=O)OCC (ethyl 1-(6-bromonaphth-2-ylsulphonyl)piperazine-3-carboxylate). Product: BrC=1C=C2C=CC(=CC2=CC1)S(=O)(=O)N1CC(N(CC1)C(=O)C1CCN(CC1)C1=CC=NC=C1)C(=O)OCC (4-(6-bromonaphth-2-ylsulphonyl)-2-ethoxycarbonyl-1-[1-(4-pyridyl)-piperidin-4-ylcarbonyl]piperazine). Yield: 42.0%. Reaction SMILES: [N:1]1[CH:6]=[CH:5][C:4]([N:7]2[CH2:12][CH2:11][CH:10]([C:13](Cl)=[O:14])[CH2:9][CH2:8]2)=[CH:3][CH:2]=1.[Br:16][C:17]1[CH:18]=[C:19]2[C:24](=[CH:25][CH:26]=1)[CH:23]=[C:22]([S:27]([N:30]1[CH2:35][CH2:34][NH:33][CH:32]([C:36]([O:38][CH2:39][CH3:40])=[O:37])[CH2:31]1)(=[O:29])=[O:28])[CH:21]=[CH:20]2>>[Br:16][C:17]1[CH:18]=[C:19]2[C:24](=[CH:25][CH:26]=1)[CH:23]=[C:22]([S:27]([N:30]1[CH2:35][CH2:34][N:33]([C:13]([CH:10]3[CH2:11][CH2:12][N:7]([C:4]4[CH:5]=[CH:6][N:1]=[CH:2][CH:3]=4)[CH2:8][CH2:9]3)=[O:14])[CH:32]([C:36]([O:38][CH2:39][CH3:40])=[O:37])[CH2:31]1)(=[O:28])=[O:29])[CH:21]=[CH:20]2. Reported procedure: Using an analogous procedure to that described in Example 1, 1-(4-pyridyl)piperidine-4-carbonyl chloride was reacted with ethyl 1-(6-bromonaphth-2-ylsulphonyl)piperazine-3-carboxylate to give 4-(6-bromonaphth-2-ylsulphonyl)-2-ethoxycarbonyl-1-[1-(4-pyridyl)-piperidin-4-ylcarbonyl]piperazine in 42% yield, m.p. 117-121° C.; The reactants are Cl.NO (hydroxylamine hydrochloride), C1(CC1)C(C(C(=O)OCC)=COCC)=O (Ethyl β-cyclopropyl-α-ethoxymethylene-β-ketopropionate). The solvent is C(C)O (ethanol). Product: crude product, C1(CC1)C1=C(C=NO1)C(=O)OCC (Ethyl 5-cyclopropylisoxazole-4-carboxylate). Isolated yield 57.7%. As a reaction SMILES: Cl.[NH2:2]O.[CH:4]1([C:7](=[O:18])[C:8](=[CH:14]OCC)[C:9]([O:11][CH2:12][CH3:13])=[O:10])[CH2:6][CH2:5]1>C(O)C>[CH:4]1([C:7]2[O:18][N:2]=[CH:14][C:8]=2[C:9]([O:11][CH2:12][CH3:13])=[O:10])[CH2:6][CH2:5]1 |f:0.1|. Procedure details: A mixture of hydroxylamine hydrochloride (105.0 g. 1.51 mole), ethyl β-cyclopropyl-α-ethoxymethylene-β-ketopropionate (320.0 g., 1.51 mole) [prepared in Step A], and 1200 ml of ethanol was refluxed for 2 h. The solvent was removed in vacuo and the residue was partitioned between water and ether. The organic phase was separated, washed again with water, dried and evaporated to leave a dark, greasy solid. Trituration of the crude product under Skellysolve B gave 158 g of the title compound. Starting materials: CCOC(C)=O, CS(=O)(=O)OCc1ccc(F)nc1, [H-], [Na+], CN(C)C=O, O=c1cc(O)ccn1-c1ccc(OCCN2CCCCC2)cc1. Yields the product O=c1cc(OCc2ccc(F)nc2)ccn1-c1ccc(OCCN2CCCCC2)cc1. Reaction SMILES: [CH3:44][CH2:45][O:46][C:47](=[O:48])[CH3:49].[F:31][c:32]1[n:33][cH:34][c:35]([CH2:38][O:39][S:40]([CH3:41])(=[O:42])=[O:43])[cH:36][cH:37]1.[H-:30].[Na+:29].[O:1]=[CH:2][N:3]([CH3:4])[CH3:5].[OH:6][c:7]1[cH:8][c:9](=[O:28])[n:10](-[c:13]2[cH:14][cH:15][c:16]([O:19][CH2:20][CH2:21][N:22]3[CH2:23][CH2:24][CH2:25][CH2:26][CH2:27]3)[cH:17][cH:18]2)[cH:11][cH:12]1>>[O:6]([c:7]1[cH:8][c:9](=[O:28])[n:10](-[c:13]2[cH:14][cH:15][c:16]([O:19][CH2:20][CH2:21][N:22]3[CH2:23][CH2:24][CH2:25][CH2:26][CH2:27]3)[cH:17][cH:18]2)[cH:11][cH:12]1)[CH2:38][c:35]1[cH:34][n:33][c:32]([F:31])[cH:37][cH:36]1. Reactants: COC(=O)COc1ccc(Cl)cc1C(=O)c1ccc([N+](=O)[O-])cc1, [Na+], C1COCCO1, [OH-]. The product is O=C(O)COc1ccc(Cl)cc1C(=O)c1ccc([N+](=O)[O-])cc1. As a reaction SMILES: [Cl:3][c:4]1[cH:5][c:6]([C:16]([c:17]2[cH:18][cH:19][c:20]([N+:23](=[O:24])[O-:25])[cH:21][cH:22]2)=[O:26])[c:7]([O:8][CH2:9][C:10](=[O:11])[O:12][CH3:13])[cH:14][cH:15]1.[Na+:2].[O:27]1[CH2:28][CH2:29][O:30][CH2:31][CH2:32]1.[OH-:1]>>[Cl:3][c:4]1[cH:5][c:6]([C:16]([c:17]2[cH:18][cH:19][c:20]([N+:23](=[O:24])[O-:25])[cH:21][cH:22]2)=[O:26])[c:7]([O:8][CH2:9][C:10](=[O:11])[OH:12])[cH:14][cH:15]1. Starting materials: CC(C)OC(=O)/N=N/C(=O)OC(C)C (diisopropylazodicarboxylate), OC1C=C(C(C1)=O)CC1=CC(=CC=C1)OCC1=CC=CC=C1 (4-Hydroxy-2-(3-Benzyloxybenzyl)cyclopent-2-enone), C(C)(=O)OC=C (vinyl acetate), C1(=CC=CC=C1)P(C1=CC=CC=C1)C1=CC=CC=C1 (triphenylphosphine), CC(=O)O (AcOH). Solvent: CC(=O)CC(C)C (isobutyl methyl ketone). Run at time 1 day. The product is C(C)(=O)O[C@H]1C=C(C(C1)=O)CC1=CC(=CC=C1)OCC1=CC=CC=C1 ((R)-3-(3-benzyloxybenzyl)-4-oxocyclopent-2-enyl acetate). Yield: 75.0%. Reaction SMILES: [OH:1][CH:2]1[CH2:6][C:5](=[O:7])[C:4]([CH2:8][C:9]2[CH:14]=[CH:13][CH:12]=[C:11]([O:15][CH2:16][C:17]3[CH:22]=[CH:21][CH:20]=[CH:19][CH:18]=3)[CH:10]=2)=[CH:3]1.[C:23](OC=C)(=[O:25])[CH3:24].C1(P(C2C=CC=CC=2)C2C=CC=CC=2)C=CC=CC=1.CC(O)=O.CC(OC(/N=N/C(OC(C)C)=O)=O)C>CC(CC(C)C)=O>[C:23]([O:1][C@@H:2]1[CH2:6][C:5](=[O:7])[C:4]([CH2:8][C:9]2[CH:14]=[CH:13][CH:12]=[C:11]([O:15][CH2:16][C:17]3[CH:22]=[CH:21][CH:20]=[CH:19][CH:18]=3)[CH:10]=2)=[CH:3]1)(=[O:25])[CH3:24]. Procedure: 4-Hydroxy-2-(3-Benzyloxybenzyl)cyclopent-2-enone (2.1 kg, 7.14 mol) was dissolved in isobutyl methyl ketone (21 L), and vinyl acetate (4.2 kg, 51.16 mol) and Lipase derived from Pseudomonas cepacia (210 g) was added to the solution, and the mixture was stirred at room temperature for 1 day. The reaction mixture was filtered to remove Lipase and the filtrate was evaporated. The resulting residue was dissolved in PhCH3 (20 L), and triphenylphosphine (625 g, 2.38 mol) and AcOH (145 g, 2.41 mol) was... Reactants: COC(=O)c1ccc(CN=[N+]=[N-])cc1S(=O)(=O)NC(C)(C)C, CO. The product is COC(=O)c1ccc(CN)cc1S(=O)(=O)NC(C)(C)C. As a reaction SMILES: [C:1]([CH3:2])([CH3:3])([CH3:4])[NH:5][S:6](=[O:7])(=[O:8])[c:9]1[c:10]([C:19](=[O:20])[O:21][CH3:22])[cH:11][cH:12][c:13]([CH2:15][N:16]=[N+:17]=[N-:18])[cH:14]1.[CH3:23][OH:24]>>[C:1]([CH3:2])([CH3:3])([CH3:4])[NH:5][S:6](=[O:7])(=[O:8])[c:9]1[c:10]([C:19](=[O:20])[O:21][CH3:22])[cH:11][cH:12][c:13]([CH2:15][NH2:16])[cH:14]1. Starting materials: C(=O)(OC)C1C(CCC(C1)(C1=CC=CC=C1)C#N)=O (2-carbomethoxy-4-cyano-4-phenylcyclohexanone), C(=O)(OC)C1C(CCC(C1)(C#N)C1=CC=C(C=C1)Cl)=O (2-carbomethoxy-4-(p-chlorophenyl)-4-cyanocyclohexanone), S(O)(O)(=O)=O (sulfuric acid). Run in C(C)(=O)O (acetic acid). The product is C(#N)C1(CCC(CC1)=O)C1=CC=CC=C1 (4-cyano-4-phenylcyclohexanone). Isolated yield 75.0%. As a reaction SMILES: C([CH:5]1[CH2:10][C:9]([C:17]#[N:18])([C:11]2[CH:16]=[CH:15][CH:14]=[CH:13][CH:12]=2)[CH2:8][CH2:7][C:6]1=[O:19])(OC)=O.C(C1CC(C2C=CC(Cl)=CC=2)(C#N)CCC1=O)(OC)=O.S(=O)(=O)(O)O>C(O)(=O)C>[C:17]([C:9]1([C:11]2[CH:12]=[CH:13][CH:14]=[CH:15][CH:16]=2)[CH2:8][CH2:7][C:6](=[O:19])[CH2:5][CH2:10]1)#[N:18]. Procedure details: Following the procedure of Example 1, Part C, but substituting 44.7 gm. (0.174 mole) of 2-carbomethoxy-4-cyano-4-phenylcyclohexanone (prepared as in Part B, above) for the 29.8 gm. of the 2-carbomethoxy-4-(p-chlorophenyl)-4-cyanocyclohexanone and using 1200 ml. of the glacial acetic acid, and 600 ml. of the 10% aqueous sulfuric acid instead of the 660 ml. and the 330 ml., respectively, and finally recrystallizing the residual solid from a mixture of ethyl acetate and hexane, there is obtained 25...